From a dataset of the Open Reaction Database (ORD), a public repository of structured organic reaction records. describe an organic reaction: reactants, conditions, products, and yield The reactants are Cl.ClC=1C=C(C=CC1)N1N=C(C=C1CN)C(F)(F)F ((1-(3-chlorophenyl)-3-(trifluoromethyl)-1H-pyrazol-5-yl)methanamine hydrochloride), TEA, FC=1C=C(C=CC1C1(CC1)O)NC(OC1=CC=CC=C1)=O (phenyl 3-fluoro-4-(1-hydroxycyclopropyl)-phenylcarbamate). Run in C(Cl)Cl (DCM), C(Cl)Cl (DCM). Conditions: time 8 hour. Product: ClC=1C=C(C=CC1)N1N=C(C=C1CNC(=O)NC1=CC(=C(C=C1)C1(CC1)O)F)C(F)(F)F (1-((1-(3-chlorophenyl)-3-(trifluoromethyl)-1H-pyrazol-5-yl)methyl)-3-(3-fluoro-4-(1-hydroxycyclopropyl)-phenyl)urea). Isolated yield 43.2%. RXN SMILES: Cl.[Cl:2][C:3]1[CH:4]=[C:5]([N:9]2[C:13]([CH2:14][NH2:15])=[CH:12][C:11]([C:16]([F:19])([F:18])[F:17])=[N:10]2)[CH:6]=[CH:7][CH:8]=1.[F:20][C:21]1[CH:22]=[C:23]([NH:31][C:32](=O)[O:33]C2C=CC=CC=2)[CH:24]=[CH:25][C:26]=1[C:27]1([OH:30])[CH2:29][CH2:28]1>C(Cl)Cl>[Cl:2][C:3]1[CH:4]=[C:5]([N:9]2[C:13]([CH2:14][NH:15][C:32]([NH:31][C:23]3[CH:24]=[CH:25][C:26]([C:27]4([OH:30])[CH2:28][CH2:29]4)=[C:21]([F:20])[CH:22]=3)=[O:33])=[CH:12][C:11]([C:16]([F:17])([F:18])[F:19])=[N:10]2)[CH:6]=[CH:7][CH:8]=1 |f:0.1|. Procedure details: To a stirred solution of (1-(3-chlorophenyl)-3-(trifluoromethyl)-1H-pyrazol-5-yl)methanamine hydrochloride (0.141 mg, 0.45 mmol, 1.0 eq) in DCM (5 mL) was added TEA (0.137 mg, 1.35 mmol, 3.0 eq) followed by phenyl 3-fluoro-4-(1-hydroxycyclopropyl)-phenylcarbamate (0.130 mg, 0.45 mmol, 1.0 eq) at RT and stirred overnight. The reaction mixture was diluted with DCM (20 mL), washed with water (10 mL), brine (5 mL), dried over anhydrous Na2SO4 and the solvents evaporated under vacuum. Crude product w... The reactants are spirobislactone, C1(C=2C(C(=O)O1)=CC=CC2)=O (Phthalic anhydride), [Al+3].[Cl-].[Cl-].[Cl-] (AlCl3), CC=1C=CC(=CC1)C (p-xylene). Product: CC1=C(C(=O)C2=C(C=CC=C2)C(=O)O)C=C(C=C1)C (2,5-dimethyl-2'-carboxybenzophenone). Reaction SMILES: [C:1]1(=[O:11])[O:6][C:4](=[O:5])[C:3]2=[CH:7][CH:8]=[CH:9][CH:10]=[C:2]12.[Al+3].[Cl-].[Cl-].[Cl-].[CH3:16][C:17]1[CH:18]=[CH:19][C:20]([CH3:23])=[CH:21][CH:22]=1>>[CH3:16][C:17]1[CH:18]=[CH:19][C:20]([CH3:23])=[CH:21][C:22]=1[C:4]([C:3]1[CH:7]=[CH:8][CH:9]=[CH:10][C:2]=1[C:1]([OH:6])=[O:11])=[O:5] |f:1.2.3.4|. Procedure details: Monomers. The spirobislactone endcapping group, 4-carboxy-7,7'-dioxa-2,2'-spirobi (benzo[c]tetrahydrofuran) 5,was synthesized using a three-step procedure. Phthalic anhydride (PA) 1 was reacted with p-xylene 2 in the presence of AlCl3 to produce ##STR6## 2,5-dimethyl-2'-carboxybenzophenone 3. Oxidation by potassium permanganate yielded the triacid 4 which was cyclized to 5 by refluxing with Dowex 50X8-100 resin (H+) in 2-methoxyethyl ether and removing the water of reaction. Reactants: NC=1SC2=C(N1)C=CC=C2 (2-aminobenzothiazole), C(C)N=C=NCCCN(C)C (1-Ethyl-3-(3-Dimethylaminopropyl)carbodiimide), ON1N=NC2=C1C=CC=C2 (1-hydroxy-1,2,3-benzotriazole), C(C)(=O)N1N=C(CC1C=1C=CC(=C(OCC(=O)O)C1)OC)C1=CC(=C(C(=C1)OC)OC)OC (2-{5-[1-acetyl-3-(3,4,5-trimethoxyphenyl)-4,5-dihydro-1H-5-pyrazolyl]-2-methoxyphenoxy}acetic acid). Solvent: ClCCl (dichloromethane), O (water). The product is S1C(=NC2=C1C=CC=C2)NC(COC2=C(C=CC(=C2)C2CC(=NN2C(C)=O)C2=CC(=C(C(=C2)OC)OC)OC)OC)=O (N1-(1,3-benzothiazol-2-yl)-2-{5-[1-acetyl-3-(3,4,5-trimethoxyphenyl)-4,5-dihydro-1H-5-pyrazolyl]-2-methoxyphenoxy}acetamide). The yield is 799.1%. RXN SMILES: [NH2:1][C:2]1[S:3][C:4]2[CH:10]=[CH:9][CH:8]=[CH:7][C:5]=2[N:6]=1.C(N=C=NCCCN(C)C)C.ON1C2C=CC=CC=2N=N1.[C:32]([N:35]1[CH:39]([C:40]2[CH:41]=[CH:42][C:43]([O:51][CH3:52])=[C:44]([CH:50]=2)[O:45][CH2:46][C:47](O)=[O:48])[CH2:38][C:37]([C:53]2[CH:58]=[C:57]([O:59][CH3:60])[C:56]([O:61][CH3:62])=[C:55]([O:63][CH3:64])[CH:54]=2)=[N:36]1)(=[O:34])[CH3:33]>ClCCl.O>[S:3]1[C:4]2[CH:10]=[CH:9][CH:8]=[CH:7][C:5]=2[N:6]=[C:2]1[NH:1][C:47](=[O:48])[CH2:46][O:45][C:44]1[CH:50]=[C:40]([CH:39]2[N:35]([C:32](=[O:34])[CH3:33])[N:36]=[C:37]([C:53]3[CH:58]=[C:57]([O:59][CH3:60])[C:56]([O:61][CH3:62])=[C:55]([O:63][CH3:64])[CH:54]=3)[CH2:38]2)[CH:41]=[CH:42][C:43]=1[O:51][CH3:52]. Procedure: To a solution of 2-aminobenzothiazole (359.37 ma, 1.0 mmol) in dichloromethane (20 mL) was added 1-Ethyl-3-(3-Dimethylaminopropyl)carbodiimide (EDC) (191 mg, 1.0 mmol) and 1-hydroxy-1,2,3-benzotriazole (HOBt) (13.5 ma, 0.1 mmol). Then added 2-{5-[1-acetyl-3-(3,4,5-trimethoxyphenyl)-4,5-dihydro-1H-5-pyrazolyl]-2-methoxyphenoxy}acetic acid (3) (458 mg, 0.1 mmol) and the reaction mixture was stirred at a temperature of 25° C. for 24 h and the reaction was monitored by TLC. Then to this water is add... Starting materials: C([O-])(O)=O.[Na+] (sodium bicarbonate), OC=1C=C(C=CC1)NC(\C=C/C(=O)O)=O (N-(3-hydroxyphenyl)maleamic acid). Run in O (water). Reaction conditions: time 4 hour. The product is OC1=C(C=CC=C1)NC(\C=C/C(=O)[O-])=O.[Na+] (sodium N-(hydroxyphenyl)maleamate). Reaction SMILES: C(=O)(O)[O-:2].[Na+:5].O[C:7]1[CH:8]=[C:9]([NH:13][C:14](=[O:20])/[CH:15]=[CH:16]\[C:17]([OH:19])=[O:18])[CH:10]=[CH:11][CH:12]=1>O>[OH:2][C:10]1[CH:11]=[CH:12][CH:7]=[CH:8][C:9]=1[NH:13][C:14](=[O:20])/[CH:15]=[CH:16]\[C:17]([O-:19])=[O:18].[Na+:5] |f:0.1,4.5|. Procedure details: A dry 2-liter beaker was charged with 135 ml of distilled water and 84 grams (1.0 moles) of sodium bicarbonate. The resulting mixture was stirred as 207 grams (1.0 mole) of N-(3-hydroxyphenyl)maleamic acid was slowly added with gas evolution. The thick mixture was stirred for 4 hours after the addition was complete and vacuum filtered to remove as much aqueous as possible. The filter cake was dried below 50° C. in a draft hood to give sodium N-(hydroxyphenyl)maleamate which is a tan solid meltin... The reactants are CC(Br)Br, COc1ccccc1C1=NC(C)(C)CO1, I, CCCCc1ccc(I)cc1, [Mg], C1CCOC1, O. The product is CCCCc1ccc(-c2ccccc2C2=NC(C)(C)CO2)cc1. Reaction SMILES: [Br:18][CH:19]([Br:20])[CH3:21].[CH3:2][O:3][c:4]1[c:5]([C:10]2=[N:14][C:13]([CH3:15])([CH3:16])[CH2:12][O:11]2)[cH:6][cH:7][cH:8][cH:9]1.[I:17].[I:22][c:23]1[cH:24][cH:25][c:26]([CH2:29][CH2:30][CH2:31][CH3:32])[cH:27][cH:28]1.[Mg:1].[O:33]1[CH2:34][CH2:35][CH2:36][CH2:37]1.[OH2:38]>>[c:4]1(-[c:23]2[cH:24][cH:25][c:26]([CH2:29][CH2:30][CH2:31][CH3:32])[cH:27][cH:28]2)[c:5]([C:10]2=[N:14][C:13]([CH3:15])([CH3:16])[CH2:12][O:11]2)[cH:6][cH:7][cH:8][cH:9]1.